Task: describe an organic reaction: reactants, conditions, products, and yield. Dataset: the Open Reaction Database (ORD), a public repository of structured organic reaction records The reactants are CC(C)(C)[Si](C)(C)Cl, N#Cc1ccc(Cl)cc1NC(CCO)c1ccccc1, C1CCOC1, O, c1c[nH]cn1. Yields the product CC(C)(C)[Si](C)(C)OCCC(Nc1cc(Cl)ccc1C#N)c1ccccc1. RXN SMILES: [C:21]([CH3:22])([CH3:23])([CH3:24])[Si:25]([CH3:26])([CH3:27])[Cl:28].[Cl:1][c:2]1[cH:3][c:4]([NH:10][CH:11]([CH2:12][CH2:13][OH:14])[c:15]2[cH:16][cH:17][cH:18][cH:19][cH:20]2)[c:5]([C:6]#[N:7])[cH:8][cH:9]1.[O:34]1[CH2:35][CH2:36][CH2:37][CH2:38]1.[OH2:39].[nH:29]1[cH:30][cH:31][n:32][cH:33]1>>[Cl:1][c:2]1[cH:3][c:4]([NH:10][CH:11]([CH2:12][CH2:13][O:14][Si:25]([C:21]([CH3:22])([CH3:23])[CH3:24])([CH3:26])[CH3:27])[c:15]2[cH:16][cH:17][cH:18][cH:19][cH:20]2)[c:5]([C:6]#[N:7])[cH:8][cH:9]1. Starting materials: BrC=1C=C2C(=CNC2=CC1)CCCN(C)C (3-(5-Bromo-1H-indol-3-yl)-N,N-dimethylpropan-1-amine), N (ammonia), C(C)(C)(C)P(C(C)(C)C)C(C)(C)C (Tri-t-butyl phosphine), solution, C[Si]([Si](C)(C)C)(C)C.[Li] (lithium hexamethyldisilane). Reagents/catalysts: C=1C=CC(=CC1)/C=C/C(=O)/C=C/C2=CC=CC=C2.C=1C=CC(=CC1)/C=C/C(=O)/C=C/C2=CC=CC=C2.C=1C=CC(=CC1)/C=C/C(=O)/C=C/C2=CC=CC=C2.[Pd].[Pd] (Pd2(dba)3). Run in ClCCl (dichloromethane), CO (methanol), C1CCOC1 (THF), C1CCOC1 (THF). Run at time 16 hour. The product is CN(CCCC1=CNC2=CC=C(C=C12)N)C (3-(3-(Dimethylamino)propyl)-1H-indol-5-amine). RXN SMILES: Br[C:2]1[CH:3]=[C:4]2[C:8](=[CH:9][CH:10]=1)[NH:7][CH:6]=[C:5]2[CH2:11][CH2:12][CH2:13][N:14]([CH3:16])[CH3:15].C(P(C(C)(C)C)C(C)(C)C)(C)(C)C.C[Si](C)(C)[Si](C)(C)C.[Li].[NH3:39]>C1COCC1.CO.ClCCl.C1C=CC(/C=C/C(/C=C/C2C=CC=CC=2)=O)=CC=1.C1C=CC(/C=C/C(/C=C/C2C=CC=CC=2)=O)=CC=1.C1C=CC(/C=C/C(/C=C/C2C=CC=CC=2)=O)=CC=1.[Pd].[Pd]>[CH3:15][N:14]([CH3:16])[CH2:13][CH2:12][CH2:11][C:5]1[C:4]2[C:8](=[CH:9][CH:10]=[C:2]([NH2:39])[CH:3]=2)[NH:7][CH:6]=1 |f:2.3,8.9.10.11.12,^1:37|. Reported procedure: To an argon purged vial fitted with a magnetic stirbar and containing 54 (324 mg, 1.15 mmol) was cannulated a solution of Pd2(dba)3 (53 mg, 0.058 mmol), and Tri-t-butyl phosphine solution (0.34 mL, 10%, 0.11 mmol) in dry THF (8 mL). The flask was fitted with a condenser and a 1M solution of lithium hexamethyldisilane in THF (3.45 mL, 3.45 mmol) was added. The reaction was placed in a metal heating block and heated to reflux. The reaction was stirred at this temperature for 16 hours. TLC (10% 2M ... Starting materials: CCN1CCN(C(=O)C1=O)C(=O)N[C@H](C2=CC=C(C=C2)O)C(=O)N[C@H]3[C@@H]4N(C3=O)C(=C(CS4)CSC5=NN=NN5C)C(=O)[O-].[Na+] (sodium cefoperazone), O (water). Solvent: CC(=O)C (acetone), CC(=O)C (acetone), CC(=O)C (Acetone). Product: O.CC(=O)C.CCN1CCN(C(=O)C1=O)C(=O)N[C@H](C2=CC=C(C=C2)O)C(=O)N[C@H]3[C@@H]4N(C3=O)C(=C(CS4)CSC5=NN=NN5C)C(=O)[O-].[Na+] (water acetone sodium cefoperazone). RXN SMILES: [CH3:1][CH2:2][N:3]1[C:9](=[O:10])[C:7](=[O:8])[N:6]([C:11]([NH:13][C@@H:14]([C:22]([NH:24][C@@H:25]2[C:28](=[O:29])[N:27]3[C:30]([C:42]([O-:44])=[O:43])=[C:31]([CH2:34][S:35][C:36]4[N:40]([CH3:41])[N:39]=[N:38][N:37]=4)[CH2:32][S:33][C@H:26]23)=[O:23])[C:15]2[CH:20]=[CH:19][C:18]([OH:21])=[CH:17][CH:16]=2)=[O:12])[CH2:5][CH2:4]1.[Na+:45].O>CC(C)=O>[OH2:8].[CH3:17][C:18]([CH3:19])=[O:21].[CH3:1][CH2:2][N:3]1[C:9](=[O:10])[C:7](=[O:8])[N:6]([C:11]([NH:13][C@@H:14]([C:22]([NH:24][C@@H:25]2[C:28](=[O:29])[N:27]3[C:30]([C:42]([O-:44])=[O:43])=[C:31]([CH2:34][S:35][C:36]4[N:40]([CH3:41])[N:39]=[N:38][N:37]=4)[CH2:32][S:33][C@H:26]23)=[O:23])[C:15]2[CH:16]=[CH:17][C:18]([OH:21])=[CH:19][CH:20]=2)=[O:12])[CH2:5][CH2:4]1.[Na+:45] |f:0.1,4.5.6.7|. Procedure details: Acetone is added to the initial aqueous acetone solution of sodium cefoperazone until the water content is reduced to 14-17% of the acetone volume at a temperature of 5°-25° C., with a preferred temperature range of 18°-25° C., producing a ratio of water/acetone/sodium cefoperazone solution of 1.0-1.5, 7.0-12.0, 1.0 v, v, w. The solution is then stirred until a haze develops, and stirring continued until a thick slurry has formed. Further acetone is then added, with stirring in the aforementione... The reactants are [BH3-]C#N, CC(=O)O, CC(C)(C)CC=O, CO, CCOC(=O)C1CCNCC1, [Na+]. Yields the product CCOC(=O)C1CCN(CCC(C)(C)C)CC1. RXN SMILES: [C:19]([BH3-:20])#[N:21].[C:23]([OH:24])(=[O:25])[CH3:26].[CH3:1][C:2]([CH2:3][CH:4]=[O:5])([CH3:6])[CH3:7].[CH3:27][OH:28].[NH:8]1[CH2:9][CH2:10][CH:11]([C:12](=[O:13])[O:14][CH2:15][CH3:16])[CH2:17][CH2:18]1.[Na+:22]>>[CH3:1][C:2]([CH2:3][CH2:4][N:8]1[CH2:9][CH2:10][CH:11]([C:12](=[O:13])[O:14][CH2:15][CH3:16])[CH2:17][CH2:18]1)([CH3:6])[CH3:7]. Starting materials: N1[C@H](C[C@@H](C1)C(=O)OC)C(=O)OC (trans-dimethyl pyrrolidine-2,4-dicarboxylate), NC=1N=C(C2=C(N1)NCC(C2)CCC2=CC=C(S2)C(=O)O)O (5-[2-(2-amino-4-hydroxy-5,6,7,8-tetrahydropyrido[2,3-d]pyrimidin-6-yl)ethyl]thien-2-ylcarboxylic acid), CN1CCOCC1 (N-methylmorpholine), ClC1=NC(=NC(=N1)OC)OC (2-chloro-4,6-dimethoxy-1,3,5-triazine). Run in CN(C=O)C (dimethylformamide), CN(C=O)C (dimethylformamide). Product: NC=1N=C(C2=C(N1)NCC(C2)CCC2=CC=C(S2)C(=O)N2[C@H](C[C@@H](C2)C(=O)OC)C(=O)OC)O (trans-dimethyl 1-{5-[2-(2-amino-4-hydroxy-5,6,7,8-tetrahydropyrido[2,3-d]pyrimidin-6-yl)-ethyl]thien-2-ylcarbonyl}pyrrolidine-2,4-dicarboxylate). Yield: 54.0%. As a reaction SMILES: [NH2:1][C:2]1[N:3]=[C:4]([OH:22])[C:5]2[CH2:11][CH:10]([CH2:12][CH2:13][C:14]3[S:18][C:17]([C:19]([OH:21])=O)=[CH:16][CH:15]=3)[CH2:9][NH:8][C:6]=2[N:7]=1.CN1CCOCC1.ClC1N=C(OC)N=C(OC)N=1.[NH:41]1[CH2:45][C@@H:44]([C:46]([O:48][CH3:49])=[O:47])[CH2:43][C@@H:42]1[C:50]([O:52][CH3:53])=[O:51]>CN(C)C=O>[NH2:1][C:2]1[N:3]=[C:4]([OH:22])[C:5]2[CH2:11][CH:10]([CH2:12][CH2:13][C:14]3[S:18][C:17]([C:19]([N:41]4[CH2:45][C@@H:44]([C:46]([O:48][CH3:49])=[O:47])[CH2:43][C@@H:42]4[C:50]([O:52][CH3:53])=[O:51])=[O:21])=[CH:16][CH:15]=3)[CH2:9][NH:8][C:6]=2[N:7]=1. Reported procedure: To a sample of 225 mg (0.70 mmol) of 5-[2-(2-amino-4-hydroxy-5,6,7,8-tetrahydropyrido[2,3-d]pyrimidin-6-yl)ethyl]thien-2-ylcarboxylic acid in a three-necked round bottomed flask under an atmosphere of nitrogen were added 3.5 mL anhydrous dimethylformamide and 0.08 mL (0.72 mmol) of N-methylmorpholine. The reaction mixture was stirred at room temperature and 135 mg (0.77 mmol) 2-chloro-4,6-dimethoxy-1,3,5-triazine were added at once. The reaction was stirred for 0.5 hours at room temperature, and... Starting materials: Cc1cc(NCC2CCN(C(=O)OCc3ccccc3)CC2)nc(Cl)n1, COc1ccc(CN)c(OC)c1. The product is COc1ccc(CNc2nc(C)cc(NCC3CCN(C(=O)OCc4ccccc4)CC3)n2)c(OC)c1. Reaction SMILES: [CH2:1]([c:2]1[cH:3][cH:4][cH:5][cH:6][cH:7]1)[O:8][C:9](=[O:10])[N:11]1[CH2:12][CH2:13][CH:14]([CH2:17][NH:18][c:19]2[n:20][c:21]([Cl:26])[n:22][c:23]([CH3:25])[cH:24]2)[CH2:15][CH2:16]1.[CH3:27][O:28][c:29]1[c:30]([CH2:31][NH2:32])[cH:33][cH:34][c:35]([O:37][CH3:38])[cH:36]1>>[CH2:1]([c:2]1[cH:3][cH:4][cH:5][cH:6][cH:7]1)[O:8][C:9](=[O:10])[N:11]1[CH2:12][CH2:13][CH:14]([CH2:17][NH:18][c:19]2[n:20][c:21]([NH:32][CH2:31][c:30]3[c:29]([O:28][CH3:27])[cH:36][c:35]([O:37][CH3:38])[cH:34][cH:33]3)[n:22][c:23]([CH3:25])[cH:24]2)[CH2:15][CH2:16]1. Reactants: FC(C1=NN(C(=C1)C(F)F)CC(=O)N1CCC(CC1)C=1SC=C(N1)C=O)F (2-(1-{[3,5-bis(difluoromethyl)-1H-pyrazol-1-yl]acetyl}piperidin-4-yl)-1,3-thiazole-4-carbaldehyde), NO (hydroxylamine). Solvent: C(C)O (ethanol). Conditions: time 24 hour. The product is FC(C1=NN(C(=C1)C(F)F)CC(=O)N1CCC(CC1)C=1SC=C(N1)C=NO)F (2-(1-{[3,5-Bis(difluoromethyl)-1H-pyrazol-1-yl]acetyl}piperidin-4-yl)-1,3-thiazole-4-carbaldehyde oxime). As a reaction SMILES: [F:1][CH:2]([F:27])[C:3]1[CH:7]=[C:6]([CH:8]([F:10])[F:9])[N:5]([CH2:11][C:12]([N:14]2[CH2:19][CH2:18][CH:17]([C:20]3[S:21][CH:22]=[C:23]([CH:25]=O)[N:24]=3)[CH2:16][CH2:15]2)=[O:13])[N:4]=1.[NH2:28][OH:29]>C(O)C>[F:1][CH:2]([F:27])[C:3]1[CH:7]=[C:6]([CH:8]([F:10])[F:9])[N:5]([CH2:11][C:12]([N:14]2[CH2:19][CH2:18][CH:17]([C:20]3[S:21][CH:22]=[C:23]([CH:25]=[N:28][OH:29])[N:24]=3)[CH2:16][CH2:15]2)=[O:13])[N:4]=1. Procedure details: To a solution of 2-(1-{[3,5-bis(difluoromethyl)-1H-pyrazol-1-yl]acetyl}piperidin-4-yl)-1,3-thiazole-4-carbaldehyde (2.00 g) in ethanol (33 ml) was added dropwise hydroxylamine (50% in water, 0.36 ml) at room temperature. The reaction mixture was stirred at room temperature for 24 hours, then the solvent was removed under reduced pressure. This gave 2-(1-{[3,5-bis(difluoromethyl)-1H-pyrazol-1-yl]acetyl}piperidin-4-yl)-1,3-thiazole-4-carbaldehyde oxime (2.00 g). Reactants: CN(CCO)C(=O)OC(C)(C)C, COC(=O)c1cc2ccc(O)cc2oc1=O, CCOC(=O)N=NC(=O)OCC, C1CCOC1, c1ccc(P(c2ccccc2)c2ccccc2)cc1. Product: COC(=O)c1cc2ccc(OCCN(C)C(=O)OC(C)(C)C)cc2oc1=O. Reaction SMILES: [C:1]([CH3:2])([CH3:3])([CH3:4])[O:5][C:6](=[O:7])[N:8]([CH3:9])[CH2:10][CH2:11][OH:12].[CH3:13][O:14][C:15](=[O:16])[c:17]1[c:18](=[O:28])[o:19][c:20]2[cH:21][c:22]([OH:27])[cH:23][cH:24][c:25]2[cH:26]1.[O:48]=[C:49]([O:50][CH2:51][CH3:52])[N:53]=[N:54][C:55]([O:56][CH2:57][CH3:58])=[O:59].[O:60]1[CH2:61][CH2:62][CH2:63][CH2:64]1.[c:29]1([P:30]([c:31]2[cH:32][cH:33][cH:34][cH:35][cH:36]2)[c:37]2[cH:38][cH:39][cH:40][cH:41][cH:42]2)[cH:43][cH:44][cH:45][cH:46][cH:47]1>>[C:1]([CH3:2])([CH3:3])([CH3:4])[O:5][C:6](=[O:7])[N:8]([CH3:9])[CH2:10][CH2:11][O:12][c:22]1[cH:21][c:20]2[o:19][c:18](=[O:28])[c:17]([C:15]([O:14][CH3:13])=[O:16])[cH:26][c:25]2[cH:24][cH:23]1. Starting materials: C(C(=O)O)(=O)O (oxalic acid), CCOCC (ether), [Li] (lithium), C(C)=NC1CCCCC1 (ethylidenecyclohexylamine), CCOCC (ether). Solvent: O (water), O (water). Conditions: time 0.5 hour. The product is O1C(CCCC1)C=CC=O (3-(Tetrahydro-2H-pyran-2-yl)-acrolein). RXN SMILES: [Li].C(=N[CH:5]1[CH2:10][CH2:9][CH2:8][CH2:7][CH2:6]1)C.[C:11](O)(=O)[C:12](O)=[O:13].CC[O:19]CC>O>[O:13]1[CH2:12][CH2:11][CH2:5][CH2:10][CH:9]1[CH:8]=[CH:7][CH:6]=[O:19] |^1:0|. Procedure: A solution of (tetrahydro-2H-pyran-2-yl)carboxaldehyde (1 molar equivalent) in ether is added to a cold (-70° C.), rapidly-stirred solution of the freshly-generated lithium salt of ethylidenecyclohexylamine (1 molar equivalent) in ether. The resulting reaction mixture is allowed to warm to room temperature, then is maintained at room temperature for 24 hours. After cooling to 0° to 5° C., the reaction mixture is diluted with water, stirred at 0° to 5° C. for 1/2 hour and evaporated in vacuo at 4...